Dataset: the Open Reaction Database (ORD), a public repository of structured organic reaction records. Task: describe an organic reaction: reactants, conditions, products, and yield The reactants are BrC=1C=C(C=CC1)C(CCC(C)=O)=O (1-(3-bromo-phenyl)-pentane-1,4-dione), COC=1C=CC(=CC1)P2(=S)SP(=S)(S2)C=3C=CC(=CC3)OC (Lawesson's Reagent). Solvent: hexanes ether, C1(=CC=CC=C1)C (toluene). Yields the product BrC=1C=C(C=CC1)C=1SC(=CC1)C (2-(3-Bromo-phenyl)-5-methyl-thiophene). Yield: 66.4%. As a reaction SMILES: [Br:1][C:2]1[CH:3]=[C:4]([C:8](=O)[CH2:9][CH2:10][C:11](=O)[CH3:12])[CH:5]=[CH:6][CH:7]=1.COC1C=CC(P2(SP(C3C=CC(OC)=CC=3)(=S)S2)=[S:24])=CC=1>C1(C)C=CC=CC=1>[Br:1][C:2]1[CH:3]=[C:4]([C:8]2[S:24][C:11]([CH3:12])=[CH:10][CH:9]=2)[CH:5]=[CH:6][CH:7]=1. Procedure details: To a stirring solution of 1-(3-bromo-phenyl)-pentane-1,4-dione (18.32 mmol) in toluene (90 mL) was added Lawesson's Reagent (19.24 mmol, 1.05 eq.) and the mixture was heated to reflux for 20 min. The reaction mixture was then cooled to room temperature and diluted with 1:1 hexanes/ether (90 mL) resulting in a precipitate. The mixture was filtered through a small pad of celite and the filtrate was concentrated to a light yellow solid that was purified by recrystallization from hexanes to give the... Starting materials: C(C)OC(=O)C=1C=NC2=C(C=CC=C2C1O)C(F)(F)F (4-Hydroxy-8-(trifluoromethyl)-3-quinolinecarboxylic acid ethyl ester), ice water, C(=O)(O)[O-].[Na+] (NaHCO3), C1(=CC=CC=C1)C (toluene), O=P(Cl)(Cl)Cl (POCl3). The solvent is C(C)(=O)OCC (ethyl acetate). Yields the product C(C)OC(=O)C=1C=NC2=C(C=CC=C2C1Cl)C(F)(F)F (4-Chloro-8-(trifluoromethyl)-3-quinolinecarboxylic acid ethyl ester). RXN SMILES: [CH2:1]([O:3][C:4]([C:6]1[CH:7]=[N:8][C:9]2[C:14]([C:15]=1O)=[CH:13][CH:12]=[CH:11][C:10]=2[C:17]([F:20])([F:19])[F:18])=[O:5])[CH3:2].C1(C)C=CC=CC=1.O=P(Cl)(Cl)[Cl:30].C([O-])(O)=O.[Na+]>C(OCC)(=O)C>[CH2:1]([O:3][C:4]([C:6]1[CH:7]=[N:8][C:9]2[C:14]([C:15]=1[Cl:30])=[CH:13][CH:12]=[CH:11][C:10]=2[C:17]([F:20])([F:19])[F:18])=[O:5])[CH3:2] |f:3.4|. Procedure details: 4-Hydroxy-8-(trifluoromethyl)-3-quinolinecarboxylic acid ethyl ester (compound of formula (V)), 11.27 g, 39.55 mmol) was taken into toluene (125 mL), then POCl3 (7.4 mL, 79.08 mmol) was added and the mixture was refluxed for 1.5 hours. The reaction was carefully poured into ice-water with vigorous stirring, then added carefully added saturated NaHCO3 until the solution was neutral. Dilute with ethyl acetate and separate the layers. The organic layer was dried over MgSO4, filtered and concentrate... Starting materials: FC(OC1=CC=C(C=C1)N=C=O)(F)F (4-trifluoromethoxyphenylisocyanate), ClC(C)Cl (dichloroethane), C(CCC)OC1=CC=C(C=C1)NCC1=CC=C(C(=O)NCCC(=O)O)C=C1 (3-{4-[(4-butoxyphenylamino)methyl]benzoylamino}propionic acid). Conditions: temperature 25 celsius, time 5 hour. Yields the product C(CCC)OC1=CC=C(C=C1)C(C1=CC=C(C(=O)NCCC(=O)O)C=C1)NC(=O)NC1=CC=C(C=C1)OC(F)(F)F (3-{4-[1-(4-Butoxyphenyl)-3-(4-trifluoromethoxyphenyl)ureidomethyl]-benzoylamino}propionic Acid). As a reaction SMILES: [F:1][C:2]([F:14])([F:13])[O:3][C:4]1[CH:9]=[CH:8][C:7]([N:10]=[C:11]=[O:12])=[CH:6][CH:5]=1.C(OC1C=CC([NH:26][CH2:27][C:28]2[CH:41]=[CH:40][C:31]([C:32]([NH:34][CH2:35][CH2:36][C:37]([OH:39])=[O:38])=[O:33])=[CH:30][CH:29]=2)=CC=1)CCC.Cl[CH:43](Cl)[CH3:44]>>[CH2:32]([O:33][C:43]1[CH:44]=[CH:40][C:41]([CH:27]([NH:26][C:11]([NH:10][C:7]2[CH:6]=[CH:5][C:4]([O:3][C:2]([F:13])([F:14])[F:1])=[CH:9][CH:8]=2)=[O:12])[C:28]2[CH:29]=[CH:30][C:31]([C:32]([NH:34][CH2:35][CH2:36][C:37]([OH:39])=[O:38])=[O:33])=[CH:40][CH:41]=2)=[CH:28][CH:27]=1)[CH2:31][CH2:30][CH3:29]. Procedure details: 200 μmol 4-trifluoromethoxyphenylisocyanate dissolved in 500 μL dichloroethane was added to the above resin bound 3-{4-[(4-butoxyphenylamino)methyl]benzoylamino}propionic acid (50 mg). Shaking the mixture 5 hours at 25° C. followed by filtration and washing of the resin with 2×1 mL dichloromethane, 4×1 mL DMF, 2×1 mL H2O, 3×1 mL THF and 3×1 dichloromethane afforded the resin bound title compound. The reactants are [N+](=O)([O-])C=1C=C(C=CC1)NC(=O)C1=CC2=CC=CC=C2C=C1 (N-(3-nitrophenyl)-2-naphthalenecarboxamide), Cl (hydrochloric acid), C([O-])(O)=O.[Na+] (sodium bicarbonate). Reagents/catalysts: [Fe] (iron). Run in C(C)O (ethanol). Conditions: temperature 80 celsius, time 2 hour. The product is NC=1C=C(C=CC1)NC(=O)C1=CC2=CC=CC=C2C=C1 (N-(3-aminophenyl)-2-naphthalenecarboxamide). The yield is 82.2%. RXN SMILES: [N+:1]([C:4]1[CH:5]=[C:6]([NH:10][C:11]([C:13]2[CH:22]=[CH:21][C:20]3[C:15](=[CH:16][CH:17]=[CH:18][CH:19]=3)[CH:14]=2)=[O:12])[CH:7]=[CH:8][CH:9]=1)([O-])=O.Cl.C(=O)(O)[O-].[Na+]>C(O)C.[Fe]>[NH2:1][C:4]1[CH:5]=[C:6]([NH:10][C:11]([C:13]2[CH:22]=[CH:21][C:20]3[C:15](=[CH:16][CH:17]=[CH:18][CH:19]=3)[CH:14]=2)=[O:12])[CH:7]=[CH:8][CH:9]=1 |f:2.3|. Procedure details: A mixture of N-(3-nitrophenyl)-2-naphthalenecarboxamide (2.94 g), iron powder (3.0 g) and hydrochloric acid (35%, 9 ml) in ethanol (30 ml) was stirred at 80° C. for 2 hours. Then the mixture was poured into aqueous sodium bicarbonate and extracted with ethyl acetate twice. The combined organic phase was washed with aqueous sodium bicarbonate and brine, dried over magnesium sulfate and concentrated. The resultant solid was collected and washed with isopropyl ether to give N-(3-aminophenyl)-2-naph... Starting materials: O (Water), C(C1=CC=CO1)O (Furfuryl alcohol), Cl.CN(CCCl)C (2-dimethylaminoethyl chloride hydrochloride), [H-].[Na+] (sodium hydride). The solvent is CN(C)C=O (DMF). Run at time 15 minute. Yields the product CN(CCOCC=1OC=CC1)C (2-[(2-Dimethylaminoethoxy)methyl]furan). Yield: 24.3%. RXN SMILES: [CH2:1]([OH:7])[C:2]1[O:6][CH:5]=[CH:4][CH:3]=1.[H-].[Na+].Cl.[CH3:11][N:12]([CH3:16])[CH2:13][CH2:14]Cl.O>CN(C=O)C>[CH3:11][N:12]([CH3:16])[CH2:13][CH2:14][O:7][CH2:1][C:2]1[O:6][CH:5]=[CH:4][CH:3]=1 |f:1.2,3.4|. Procedure details: Furfuryl alcohol (10.0 g, 102 mmol) was dissolved in DMF (200 ml) and sodium hydride (60% dispersion in oil, 9.00 g, 225 mmol) was added under ice-cooling. The mixture was stirred for 15 min at the same temperature. Then, 2-dimethylaminoethyl chloride hydrochloride (15.4 g, 107 mmol) was added under ice-cooling and the mixture was stirred at the same temperature for 30 min and at room temperature for 3.5 hr. Water (200 ml) was added to the reaction mixture under ice-cooling and the mixture was e...